This data is from the Open Reaction Database (ORD), a public repository of structured organic reaction records. The task is: describe an organic reaction: reactants, conditions, products, and yield Reactants: O=C([O-])O, CS(C)=O, COc1cc2c(Nc3cc(OC)c(Cl)cc3Cl)c(C#N)cnc2cc1F, [H-], [Na+], [Na+], OCc1ccccc1. Yields the product COc1cc(Nc2c(C#N)cnc3cc(OCc4ccccc4)c(OC)cc23)c(Cl)cc1Cl. As a reaction SMILES: [C:37](=[O:38])([OH:39])[O-:40].[CH3:42][S:43]([CH3:44])=[O:45].[Cl:11][c:12]1[c:13]([NH:21][c:22]2[c:23]([C:35]#[N:36])[cH:24][n:25][c:26]3[cH:27][c:28]([F:34])[c:29]([O:32][CH3:33])[cH:30][c:31]23)[cH:14][c:15]([O:19][CH3:20])[c:16]([Cl:18])[cH:17]1.[H-:1].[Na+:2].[Na+:41].[OH:3][CH2:4][c:5]1[cH:6][cH:7][cH:8][cH:9][cH:10]1>>[O:3]([CH2:4][c:5]1[cH:6][cH:7][cH:8][cH:9][cH:10]1)[c:28]1[cH:27][c:26]2[n:25][cH:24][c:23]([C:35]#[N:36])[c:22]([NH:21][c:13]3[c:12]([Cl:11])[cH:17][c:16]([Cl:18])[c:15]([O:19][CH3:20])[cH:14]3)[c:31]2[cH:30][c:29]1[O:32][CH3:33]. The reactants are CCOCC (ether), COCCOCCl (β-methoxyethoxymethyl chloride), C(C)(C)N(CC)C(C)C (diisopropylethylamine), C[C@H](CCC(=O)OC)[C@H]1CC[C@@H]2[C@@]1(CC[C@H]3[C@H]2CC[C@H]4[C@@]3(CC[C@H](C4)O)C)C (Methyl lithocholate). Solvent: C(Cl)Cl (methylene chloride). Reaction conditions: time 4 hour. Yields the product COCCOCO[C@H]1C[C@H]2CC[C@H]3[C@@H]4CC[C@H]([C@@H](CCC=O)C)[C@]4(CC[C@@H]3[C@]2(CC1)C)C (3α-(β-methoxyethoxymethoxy)-5β-cholane-24-aldehyde). As a reaction SMILES: [CH3:1][C@@H:2]([C@@H:9]1[C@@:13]2([CH3:28])[CH2:14][CH2:15][C@@H:16]3[C@@:21]4([CH3:27])[CH2:22][CH2:23][C@@H:24]([OH:26])[CH2:25][C@H:20]4[CH2:19][CH2:18][C@H:17]3[C@@H:12]2[CH2:11][CH2:10]1)[CH2:3][CH2:4][C:5](OC)=[O:6].[CH3:29][O:30][CH2:31][CH2:32][O:33][CH2:34]Cl.C(N(C(C)C)CC)(C)C.CCOCC>C(Cl)Cl>[CH3:29][O:30][CH2:31][CH2:32][O:33][CH2:34][O:26][C@@H:24]1[CH2:23][CH2:22][C@@:21]2([CH3:27])[C@H:20]([CH2:19][CH2:18][C@@H:17]3[C@@H:16]2[CH2:15][CH2:14][C@@:13]2([CH3:28])[C@H:12]3[CH2:11][CH2:10][C@@H:9]2[C@H:2]([CH3:1])[CH2:3][CH2:4][CH:5]=[O:6])[CH2:25]1. Reported procedure: Methyl lithocholate is dissolved in methylene chloride, and β-methoxyethoxymethyl chloride and diisopropylethylamine are added. The mixture is stirred for four hours, ether added and washed with water. After drying the solvents are evaporated, the residue dissolved in toluene and the 24-ester group reduced to the 24-alcohol group with Vitride. The 24-alcohol then is oxidized with chromium trioxide-pyridine and the 3α-(β-methoxyethoxymethoxy)-5β-cholane-24-aldehyde obtained. The reactants are OC1=CC=C(OCCCC(=O)OCC)C=C1 (ethyl 4-(4-hydroxyphenoxy)butyrate), [H-].[Al+3].[Li+].[H-].[H-].[H-] (lithium aluminum hydride), Cl (HCl), O (water). The solvent is CCOCC (ether), CCOCC (ether). Conditions: time 6 hour. Product: OC1=CC=C(OCCCCO)C=C1 (4-(4-hydroxyphenoxy)butan-1-ol). RXN SMILES: [OH:1][C:2]1[CH:16]=[CH:15][C:5]([O:6][CH2:7][CH2:8][CH2:9][C:10](OCC)=[O:11])=[CH:4][CH:3]=1.[H-].[Al+3].[Li+].[H-].[H-].[H-].O.Cl>CCOCC>[OH:1][C:2]1[CH:3]=[CH:4][C:5]([O:6][CH2:7][CH2:8][CH2:9][CH2:10][OH:11])=[CH:15][CH:16]=1 |f:1.2.3.4.5.6|. Procedure details: A solution of 5.07 g of ethyl 4-(4-hydroxyphenoxy)butyrate in 23 ml of ether is added dropwise to a mixture of 1.72 g of lithium aluminum hydride in 90 ml of ether at a rate which maintains a gentle reflux. The mixture is stirred at ambient temperature for 6 hours, and then water is carefully added followed by 3N HCl to dissolve all solids. After separating the ether phase and extracting the aqueous phase twice with ether, the combined ether phases are washed with saturated NaHCO3, water, and br... Reactants: ClC1=NC(=NC(=C1)Cl)S(=O)(=O)C (4,6-dichloro-2-methanesulfonyl-pyrimidine), [H-].[Na+] (sodium hydride), oil, C(C)(=O)NC1=CC=C(C=C1)O (4-acetamidophenol). Run in C1CCOC1 (THF), [NH4+].[Cl-] (NH4Cl), CCOC(=O)C (EtOAc). Reaction conditions: time 3 hour. Yields the product ClC1=NC(=NC(=C1)Cl)OC1=CC=C(C=C1)NC(C)=O (N-[4-(4,6-Dichloro-pyrimidin-2-yloxy)-phenyl]-acetamide). The yield is 95.3%. Reaction SMILES: [C:1]([NH:4][C:5]1[CH:10]=[CH:9][C:8]([OH:11])=[CH:7][CH:6]=1)(=[O:3])[CH3:2].[H-].[Na+].[Cl:14][C:15]1[CH:20]=[C:19]([Cl:21])[N:18]=[C:17](S(C)(=O)=O)[N:16]=1>C1COCC1.[NH4+].[Cl-].CCOC(C)=O>[Cl:14][C:15]1[CH:20]=[C:19]([Cl:21])[N:18]=[C:17]([O:11][C:8]2[CH:9]=[CH:10][C:5]([NH:4][C:1](=[O:3])[CH3:2])=[CH:6][CH:7]=2)[N:16]=1 |f:1.2,5.6|. Procedure: A solution of 4-acetamidophenol (666 mg, 4.40 mmol) in anhydrous THF (40 ml), stirring at ambient temperature, was treated with a 60% dispersion of sodium hydride in mineral oil (176 mg, 4.40 mmol). The reaction mixture was then allowed to stir for 30 minutes at ambient temperature before 4,6-dichloro-2-methanesulfonyl-pyrimidine (1.0 g, 4.40 mmol) was added. The reaction was then allowed to stir for a further 3 hours before the reaction was diluted with saturated aqueous NH4Cl and EtOAc. The or...